This data is from the Open Reaction Database (ORD), a public repository of structured organic reaction records. The task is: describe an organic reaction: reactants, conditions, products, and yield The reactants are CCOC(C)=O, CCOC(C)=O, CCCCCC, O=[N+]([O-])c1cc(F)ccc1Cl, O=[N+]([O-])c1cc(F)ccc1F, CCOC(=O)N1CCC(N)CC1, [Na+], [Na+], O=C([O-])[O-], OC1CCCCC1. The product is CCOC(=O)N1CCC(Nc2ccc(F)cc2[N+](=O)[O-])CC1. RXN SMILES: [CH3:48][CH2:49][O:50][C:51]([CH3:52])=[O:53].[CH3:54][CH2:55][O:56][C:57]([CH3:58])=[O:59].[CH3:60][CH2:61][CH2:62][CH2:63][CH2:64][CH3:65].[Cl:13][c:14]1[c:15]([N+:21](=[O:22])[O-:23])[cH:16][c:17]([F:20])[cH:18][cH:19]1.[F:30][c:31]1[cH:32][cH:33][c:34]([F:35])[cH:36][c:37]1[N+:38]([O-:39])=[O:40].[NH2:1][CH:2]1[CH2:3][CH2:4][N:5]([C:8](=[O:9])[O:10][CH2:11][CH3:12])[CH2:6][CH2:7]1.[Na+:24].[Na+:25].[O-:26][C:27](=[O:28])[O-:29].[OH:41][CH:42]1[CH2:43][CH2:44][CH2:45][CH2:46][CH2:47]1>>[NH:1]([CH:2]1[CH2:3][CH2:4][N:5]([C:8](=[O:9])[O:10][CH2:11][CH3:12])[CH2:6][CH2:7]1)[c:14]1[c:15]([N+:21](=[O:22])[O-:23])[cH:16][c:17]([F:20])[cH:18][cH:19]1. Reactants: NC=1C2=CC=CC=C2N=C2CCCC(C12)=O (9-amino-3,4-dihydroacridin-1(2H)-one), C(C1=CC=CC=C1)Br (benzyl bromide), [OH-].[K+] (potassium hydroxide), CC1=C(CBr)C=CC=C1 (2-methylbenzyl bromide). Solvent: CCOCC (ether), O (water), CS(=O)C (dimethylsulfoxide). Run at time 30 minute. Product: CC1=C(CNC=2C3=CC=CC=C3N=C3CCCC(C23)=O)C=CC=C1 (3,4-Dihydro-9-(2-methylbenzylamino)acridin-1(2H)-one). Isolated yield 63.4%. As a reaction SMILES: [NH2:1][C:2]1[C:3]2[C:8]([N:9]=[C:10]3[C:15]=1[C:14](=[O:16])[CH2:13][CH2:12][CH2:11]3)=[CH:7][CH:6]=[CH:5][CH:4]=2.[OH-].[K+].[CH3:19][C:20]1[CH:27]=[CH:26][CH:25]=[CH:24][C:21]=1[CH2:22]Br.C(Br)C1C=CC=CC=1>CS(C)=O.CCOCC.O>[CH3:19][C:20]1[CH:27]=[CH:26][CH:25]=[CH:24][C:21]=1[CH2:22][NH:1][C:2]1[C:3]2[C:8]([N:9]=[C:10]3[C:15]=1[C:14](=[O:16])[CH2:13][CH2:12][CH2:11]3)=[CH:7][CH:6]=[CH:5][CH:4]=2 |f:1.2|. Procedure: 9-amino-3,4-dihydroacridin-1(2H)-one (7.63 g) was suspended in 75 ml of dimethylsulfoxide and 5 g of pulverized 85% potassium hydroxide was added. After 45 minutes a homogeneous solution was obtained to which was added 7.0 g of 2-methylbenzyl bromide. The reaction mixture was stirred for 30 minutes and then additional 2.0 g of the benzyl bromide was added. After 60 more minutes 300 ml of water and 30 ml of ether were added to the reaction. The precipitated product was filtered off and washed wit... Reactants: Cl (hydrochloric acid), CC(C)([O-])C.[Na+] (sodium t-butoxide), C(CCCCCCC)S (octanethiol), C(CCCCCCC)SCC1=CC=C(C=C1)CSCCCCCCCC (p-bis(octylthiomethyl)benzene), product, C1CC[S+](C1)CC2=CC=C(C=C2)C[S+]3CCCC3.[Cl-].[Cl-] (p-xylylenebis(tetrahydrothiophenium chloride)), starting material. Run in CO (methanol), CO (methanol). Reaction conditions: time 30 minute. Yields the product C(CCCCCCC)SCC1=CC=C(CCl)C=C1 (p-(Octylthiomethyl)benzyl chloride). As a reaction SMILES: CC(C)([O-])C.[Na+].C(S)CCCCCCC.C1C[S+](CC2C=CC(C[S+]3CCCC3)=CC=2)CC1.[Cl-:34].[Cl-].Cl.[CH2:37]([S:45][CH2:46][C:47]1[CH:52]=[CH:51][C:50]([CH2:53]SCCCCCCCC)=[CH:49][CH:48]=1)[CH2:38][CH2:39][CH2:40][CH2:41][CH2:42][CH2:43][CH3:44]>CO>[CH2:37]([S:45][CH2:46][C:47]1[CH:52]=[CH:51][C:50]([CH2:53][Cl:34])=[CH:49][CH:48]=1)[CH2:38][CH2:39][CH2:40][CH2:41][CH2:42][CH2:43][CH3:44] |f:0.1,3.4.5|. Procedure: 1.83 g (19 mmol) of sodium t-butoxide and 2.78 g (19 mmol) of octanethiol were stirred into 40 g of methanol at room temperature. After 30 minutes, the clear solution was added in one portion to 6.68 g (19 mmol) of the p-xylylenebis(tetrahydrothiophenium chloride) obtained in accordance with Example 1, in 100 g of methanol. After one hour, the mixture was neutralized using 1N hydrochloric acid, and all the volatile components were removed under reduced pressure. The crude product was taken up in... Reactants: Clc1ncnc2[nH]cc(Br)c12, CCCCO, CCOC(C)=O, CCN(C(C)C)C(C)C, NC1(C(=O)NC(CCO)c2ccc(Cl)cc2)CCNCC1. The product is NC1(C(=O)NC(CCO)c2ccc(Cl)cc2)CCN(c2ncnc3[nH]cc(Br)c23)CC1. As a reaction SMILES: [Br:31][c:32]1[cH:33][nH:34][c:35]2[n:36][cH:37][n:38][c:39]([Cl:41])[c:40]12.[CH3:42][CH2:43][CH2:44][CH2:45][OH:46].[CH3:47][CH2:48][O:49][C:50]([CH3:51])=[O:52].[CH:1]([N:2]([CH2:3][CH3:4])[CH:5]([CH3:6])[CH3:7])([CH3:8])[CH3:9].[NH2:10][C:11]1([C:17](=[O:18])[NH:19][CH:20]([CH2:21][CH2:22][OH:23])[c:24]2[cH:25][cH:26][c:27]([Cl:30])[cH:28][cH:29]2)[CH2:12][CH2:13][NH:14][CH2:15][CH2:16]1>>[NH2:10][C:11]1([C:17](=[O:18])[NH:19][CH:20]([CH2:21][CH2:22][OH:23])[c:24]2[cH:25][cH:26][c:27]([Cl:30])[cH:28][cH:29]2)[CH2:12][CH2:13][N:14]([c:39]2[n:38][cH:37][n:36][c:35]3[nH:34][cH:33][c:32]([Br:31])[c:40]32)[CH2:15][CH2:16]1.